Dataset: the Open Reaction Database (ORD), a public repository of structured organic reaction records. Task: describe an organic reaction: reactants, conditions, products, and yield Reactants: CN(C)S(=O)(=O)c1cccc(C(=O)O)c1, Cl, CC(C)C(N)C(=O)N1CCC(O)(c2ccc(Cl)cc2)C(C)(C)C1. Yields the product CC(C)C(NC(=O)c1cccc(S(=O)(=O)N(C)C)c1)C(=O)N1CCC(O)(c2ccc(Cl)cc2)C(C)(C)C1. RXN SMILES: [CH3:25][N:26]([S:27](=[O:28])(=[O:29])[c:30]1[cH:31][c:32]([C:33](=[O:34])[OH:35])[cH:36][cH:37][cH:38]1)[CH3:39].[ClH:24].[NH2:1][CH:2]([C:3](=[O:4])[N:5]1[CH2:6][C:7]([CH3:19])([CH3:20])[C:8]([OH:11])([c:12]2[cH:13][cH:14][c:15]([Cl:18])[cH:16][cH:17]2)[CH2:9][CH2:10]1)[CH:21]([CH3:22])[CH3:23]>>[NH:1]([CH:2]([C:3](=[O:4])[N:5]1[CH2:6][C:7]([CH3:19])([CH3:20])[C:8]([OH:11])([c:12]2[cH:13][cH:14][c:15]([Cl:18])[cH:16][cH:17]2)[CH2:9][CH2:10]1)[CH:21]([CH3:22])[CH3:23])[C:33]([c:32]1[cH:31][c:30]([S:27]([N:26]([CH3:25])[CH3:39])(=[O:28])=[O:29])[cH:38][cH:37][cH:36]1)=[O:34].